Dataset: the Open Reaction Database (ORD), a public repository of structured organic reaction records. Task: describe an organic reaction: reactants, conditions, products, and yield The reactants are Cc1cccnc1F, FCc1ccccn1, NC(=O)c1cccnc1F, [K+], O=[Mn](=O)(=O)[O-]. The product is O=C(O)c1cccnc1F. RXN SMILES: [F:11][c:12]1[c:13]([CH3:14])[cH:15][cH:16][cH:17][n:18]1.[F:19][CH2:20][c:21]1[cH:22][cH:23][cH:24][cH:25][n:26]1.[F:1][c:2]1[c:3]([C:4](=[O:5])[NH2:6])[cH:7][cH:8][cH:9][n:10]1.[K+:32].[Mn:27](=[O:28])([O-:29])(=[O:30])=[O:31]>>[F:1][c:2]1[c:3]([C:4](=[O:5])[OH:28])[cH:7][cH:8][cH:9][n:10]1. Starting materials: C1(=CC=CC=C1)C(C(=O)OCC)C(=O)OCC (diethyl phenylmalonate), CC1=CN=C(N1)N (5-Methyl-1H-imidazol-2-ylamine), N12CCCCCC2=NCCC1 (1,8-diazabicyclo[5.4.0]undec-7-ene). Solvent: CN(C)C=O (DMF). Run at temperature 100 celsius, time 16 hour. Yields the product CC=1N=C2N(C(=C(C(=N2)O)C2=CC=CC=C2)O)C1 (2-methyl-6-phenyl-imidazo[1,2-a]pyrimidine-5,7-diol). As a reaction SMILES: [CH3:1][C:2]1[NH:6][C:5]([NH2:7])=[N:4][CH:3]=1.[C:8]1([CH:14]([C:20](OCC)=[O:21])[C:15](OCC)=[O:16])[CH:13]=[CH:12][CH:11]=[CH:10][CH:9]=1.N12CCCN=C1CCCCC2>CN(C=O)C>[CH3:1][C:2]1[N:6]=[C:5]2[N:7]=[C:20]([OH:21])[C:14]([C:8]3[CH:13]=[CH:12][CH:11]=[CH:10][CH:9]=3)=[C:15]([OH:16])[N:4]2[CH:3]=1. Procedure details: 18 g (135 mmol) 5-Methyl-1H-imidazol-2-ylamine are dissolved in 155 mL DMF and 31.8 g (135 mmol) diethyl phenylmalonate are added. After dropwise addition of 61.5 g (404 mmol) 1,8-diazabicyclo[5.4.0]undec-7-ene the reaction mixture is stirred at 100° C. for 16 h. The DMF has been removed and the darkbrown oily residue treated with 150 mL water (complete dissolution). 2M HCl (250 mL) is added at room temperature until a pH of 1. After stirring for 1 h at ice bath cooling the formed crystals are c... Starting materials: FC=1C=C(C=CC1F)N1N=CC(=C(C1=O)OS(=O)(=O)C1=CC=C(C)C=C1)C1=CC=C(C=C1)S(=O)(=O)C (2-(3,4-difluorophenyl)-4-tosyloxy-5-[4-(methylsulfonyl)phenyl]-3(2H)-pyridazinone), C1(C=CCC1)CCO (2-cyclopent-2-enyl-1-ethanol). Product: FC=1C=C(C=CC1F)N1N=CC(=C(C1=O)OCCC1C=CCC1)C1=CC=C(C=C1)S(=O)(=O)C (2-(3,4-Difluorophenyl)-4-(2-cyclopent-2-enyl-1-ethoxy)-5-[4-(methylsulfonyl)phenyl]-3(2H)-pyridazinone). Reaction SMILES: [F:1][C:2]1[CH:3]=[C:4]([N:9]2[C:14](=[O:15])[C:13]([O:16]S(C3C=CC(C)=CC=3)(=O)=O)=[C:12]([C:27]3[CH:32]=[CH:31][C:30]([S:33]([CH3:36])(=[O:35])=[O:34])=[CH:29][CH:28]=3)[CH:11]=[N:10]2)[CH:5]=[CH:6][C:7]=1[F:8].[CH:37]1([CH2:42][CH2:43]O)[CH2:41][CH2:40][CH:39]=[CH:38]1>>[F:1][C:2]1[CH:3]=[C:4]([N:9]2[C:14](=[O:15])[C:13]([O:16][CH2:43][CH2:42][CH:37]3[CH2:41][CH2:40][CH:39]=[CH:38]3)=[C:12]([C:27]3[CH:32]=[CH:31][C:30]([S:33]([CH3:36])(=[O:34])=[O:35])=[CH:29][CH:28]=3)[CH:11]=[N:10]2)[CH:5]=[CH:6][C:7]=1[F:8]. Procedure: The title compound was prepared according to the method of Example 178, starting with 2-(3,4-difluorophenyl)-4-tosyloxy-5-[4-(methylsulfonyl)phenyl]-3(2H)-pyridazinone in place of 2-(4-fluorophenyl)-4-tosyloxy-5-[4-(methylsulfonyl)phenyl]-3(2H)-pyridazinone and substituting 2-cyclopent-2-enyl-1-ethanol in place of 2-ethyl-1-hexanol (yield: 95 mg, 48%). mp 126-127° C. 1H NMR (300 MHz, DMSO-d6) δ 1.30 (m, 1H), 1.57 (sextet, J=7 Hz, 1H), 1.69 (sextet, J=7 Hz, 1H), 1.87 (m, 2H), 2.57 (m, 1H), 3.30 (... The reactants are CCC(C)=O, Oc1ccc2c(c1)CCCC(c1ccccc1)=C2c1ccc(OCCCCCl)cc1, [I-], [Na+]. The product is Oc1ccc2c(c1)CCCC(c1ccccc1)=C2c1ccc(OCCCCI)cc1. As a reaction SMILES: [CH2:33]([C:34]([CH3:35])=[O:36])[CH3:37].[Cl:1][CH2:2][CH2:3][CH2:4][CH2:5][O:6][c:7]1[cH:8][cH:9][c:10]([C:13]2=[C:14]([c:25]3[cH:26][cH:27][cH:28][cH:29][cH:30]3)[CH2:15][CH2:16][CH2:17][c:18]3[c:19]2[cH:20][cH:21][c:22]([OH:24])[cH:23]3)[cH:11][cH:12]1.[I-:32].[Na+:31]>>[CH2:2]([CH2:3][CH2:4][CH2:5][O:6][c:7]1[cH:8][cH:9][c:10]([C:13]2=[C:14]([c:25]3[cH:26][cH:27][cH:28][cH:29][cH:30]3)[CH2:15][CH2:16][CH2:17][c:18]3[c:19]2[cH:20][cH:21][c:22]([OH:24])[cH:23]3)[cH:11][cH:12]1)[I:32].